describe an organic reaction: reactants, conditions, products, and yield From a dataset of the Open Reaction Database (ORD), a public repository of structured organic reaction records. Starting materials: CC(C)(C)c1ccc(CN)cc1, [BH3-]C#N, CC(=O)O, CCO, C#Cc1ccnc(Cl)c1, [Na+], [Na+], [OH-]. Yields the product CC(C)(C)c1ccc(CNCCc2ccnc(Cl)c2)cc1. RXN SMILES: [C:10]([CH3:11])([CH3:12])([CH3:13])[c:14]1[cH:15][cH:16][c:17]([CH2:18][NH2:19])[cH:20][cH:21]1.[C:26]([BH3-:27])#[N:28].[CH3:22][C:23](=[O:24])[OH:25].[CH3:30][CH2:31][OH:32].[Cl:1][c:2]1[n:3][cH:4][cH:5][c:6]([C:8]#[CH:9])[cH:7]1.[Na+:29].[Na+:34].[OH-:33]>>[Cl:1][c:2]1[n:3][cH:4][cH:5][c:6]([CH2:8][CH2:9][NH:19][CH2:18][c:17]2[cH:16][cH:15][c:14]([C:10]([CH3:11])([CH3:12])[CH3:13])[cH:21][cH:20]2)[cH:7]1. Reactants: ClC1=C(C=CC(=C1)O)C(C(C(F)(F)F)(O)C=1C=CC2=C(N(C(CO2)=O)C)C1)C (6-[2-(2-Chloro-4-hydroxy-phenyl)-1-hydroxy-1-trifluoromethyl-propyl]-4-methyl-4H-benzo[1,4]oxazin-3-one), ClC=1C=C(C=CC1C(=O)OC)B(O)O (3-chloro-4-(methoxycarbonyl)phenylboronic acid). Reagents/catalysts: C(C)(=O)[O-].[Cu+2].C(C)(=O)[O-] (copper-(II)-acetate). Run in N1=CC=CC=C1 (pyridine). Product: COC(C1=C(C=C(C=C1)OC1=CC(=C(C=C1)C(C(C(F)(F)F)(C=1C=CC2=C(N(C(CO2)=O)C)C1)O)C)Cl)Cl)=O (2-Chloro-4-{3-chloro-4-[3,3,3-trifluoro-2-hydroxy-1-methyl-2-(4-methyl-3-oxo-3,4-dihydro-2H-benzo[1,4]oxazin-6-yl)-propyl]-phenoxy}-benzoic acid methyl ester). Reaction SMILES: [Cl:1][C:2]1[CH:7]=[C:6]([OH:8])[CH:5]=[CH:4][C:3]=1[CH:9]([CH3:28])[C:10]([C:16]1[CH:17]=[CH:18][C:19]2[O:24][CH2:23][C:22](=[O:25])[N:21]([CH3:26])[C:20]=2[CH:27]=1)([OH:15])[C:11]([F:14])([F:13])[F:12].[Cl:29][C:30]1[CH:31]=[C:32](B(O)O)[CH:33]=[CH:34][C:35]=1[C:36]([O:38][CH3:39])=[O:37]>C([O-])(=O)C.[Cu+2].C([O-])(=O)C.N1C=CC=CC=1>[CH3:39][O:38][C:36](=[O:37])[C:35]1[CH:34]=[CH:33][C:32]([O:8][C:6]2[CH:5]=[CH:4][C:3]([CH:9]([CH3:28])[C:10]([OH:15])([C:16]3[CH:17]=[CH:18][C:19]4[O:24][CH2:23][C:22](=[O:25])[N:21]([CH3:26])[C:20]=4[CH:27]=3)[C:11]([F:12])([F:13])[F:14])=[C:2]([Cl:1])[CH:7]=2)=[CH:31][C:30]=1[Cl:29] |f:2.3.4|. Procedure details: In analogy to Example 5, 6-[2-(2-chloro-4-hydroxy-phenyl)-1-hydroxy-1-trifluoromethyl-propyl]-4-methyl-4H-benzo[1,4]oxazin-3-one (Example 56, step 4) was reacted with 3-chloro-4-(methoxycarbonyl)phenylboronic acid, copper-(II)-acetate and pyridine to give the title compound as a white solid. MS (m/e, ISP neg. ion)=582.2 [M−H+] Reactants: [H][H] (hydrogen), 65, C(C1=CC=CC=C1)(=O)N1C=CC(C=C1)C1=CNC2=CC=C(C=C12)F (1-benzoyl-4-(5-fluoro-1H-indol-3-yl)-1,4-dihydropyridine). Reagents/catalysts: [Pd] (palladium-on-charcoal). The solvent is CN(C(C)=O)C (N,N-dimethylacetamide). The product is C(C1=CC=CC=C1)(=O)N1CCC(CC1)C1=CNC2=CC=C(C=C12)F (1-benzoyl-4-(5-fluoro-1H-indol-3-yl)piperidine), intermediate 21. As a reaction SMILES: [C:1]([N:9]1[CH:14]=[CH:13][CH:12]([C:15]2[C:23]3[C:18](=[CH:19][CH:20]=[C:21]([F:24])[CH:22]=3)[NH:17][CH:16]=2)[CH:11]=[CH:10]1)(=[O:8])[C:2]1[CH:7]=[CH:6][CH:5]=[CH:4][CH:3]=1.[H][H]>[Pd].CN(C)C(=O)C>[C:1]([N:9]1[CH2:14][CH2:13][CH:12]([C:15]2[C:23]3[C:18](=[CH:19][CH:20]=[C:21]([F:24])[CH:22]=3)[NH:17][CH:16]=2)[CH2:11][CH2:10]1)(=[O:8])[C:2]1[CH:7]=[CH:6][CH:5]=[CH:4][CH:3]=1. Procedure details: A mixture of 65 parts of 1-benzoyl-4-(5-fluoro-1H-indol-3-yl)-1,4-dihydropyridine and 270 parts of N,N-dimethylacetamide was hydrogenated at normal pressure and at room temperature with 10 parts of palladium-on-charcoal catalyst 10%. After the calculated amount of hydrogen was taken up, the catalyst was filtered off and the filtrate was evaporated. The residue was poured onto water and the product was extracted with 4-methyl-2-pentanone. The extract was dried, filtered and evaporated. The residu...